Dataset: the Open Reaction Database (ORD), a public repository of structured organic reaction records. Task: describe an organic reaction: reactants, conditions, products, and yield Reactants: IC1=NC=CC=C1OC (2-iodo-3-methoxypyridine), CN[C@H]1[C@@H](CCCC1)NC (trans-N,N′-dimethylcyclohexane-1,2-diamine), ClC1=CC2=C(S1)C1(CCN(CC1)CC=1C(=NNC1)C)OCC2(F)F (2-chloro-4,4-difluoro-1′-[(3-methyl-1H-pyrazol-4-yl)methyl]spiro[5H-thieno[2,3-c]pyran-7,4′-piperidine]), C([O-])([O-])=O.[K+].[K+] (potassium carbonate). Reagents/catalysts: [Cu]I (copper(I) iodide). Run in C1(=CC=CC=C1)C (toluene). Conditions: time 24 hour. The product is ClC1=CC2=C(S1)C1(CCN(CC1)CC=1C(=NN(C1)C1=NC=CC=C1OC)C)OCC2(F)F (2-Chloro-4,4-difluoro-1′-[[1-(3-methoxy-2-pyridyl)-3-methyl-pyrazol-4-yl]methyl]spiro[5H-thieno[2,3-c]pyran-7,4′-piperidine]). Yield: 54.1%. Reaction SMILES: [Cl:1][C:2]1[S:6][C:5]2[C:7]3([O:20][CH2:21][C:22]([F:24])([F:23])[C:4]=2[CH:3]=1)[CH2:12][CH2:11][N:10]([CH2:13][C:14]1[C:15]([CH3:19])=[N:16][NH:17][CH:18]=1)[CH2:9][CH2:8]3.C(=O)([O-])[O-].[K+].[K+].I[C:32]1[C:37]([O:38][CH3:39])=[CH:36][CH:35]=[CH:34][N:33]=1.CN[C@@H]1CCCC[C@H]1NC>[Cu]I.C1(C)C=CC=CC=1>[Cl:1][C:2]1[S:6][C:5]2[C:7]3([O:20][CH2:21][C:22]([F:23])([F:24])[C:4]=2[CH:3]=1)[CH2:12][CH2:11][N:10]([CH2:13][C:14]1[C:15]([CH3:19])=[N:16][N:17]([C:32]2[C:37]([O:38][CH3:39])=[CH:36][CH:35]=[CH:34][N:33]=2)[CH:18]=1)[CH2:9][CH2:8]3 |f:1.2.3|. Procedure: To a screw-cap test tube are added copper(I) iodide (23.74 mg, 0.125 mmol), 2-chloro-4,4-difluoro-1′-[(3-methyl-1H-pyrazol-4-yl)methyl]spiro[5H-thieno[2,3-c]pyran-7,4′-piperidine] (233.00 mg, 0.623 mmol), potassium carbonate (182.71 mg, 1.31 mmol), toluene (2 mL) (previously bubbled with nitrogen for 20 min) and a stir bar. The reaction mixture is bubbled with nitrogen for 20 minutes and then 2-iodo-3-methoxypyridine (302.01 mg, 1.25 mmol) and trans-N,N′-dimethylcyclohexane-1,2-diamine (39.31 mL... Reactants: COC(=O)C1=C(CC(=C(C1)O[Si](C)(C)C)O[Si](C)(C)C)C(=O)OC (4,5-bis(trimethylsilyloxy)cyclohexa-1,4-diene-1,2-dicarboxylic acid dimethyl ester), C(C)N(CC)C1=CC=C(N)C=C1 (4-(N,N-diethylamino)-aniline). Run in C(C)(=O)O (acetic acid). Product: COC(C=1C(C(=O)OC)=CC(=C(C1)NC1=CC=C(C=C1)N(CC)CC)NC1=CC=C(C=C1)N(CC)CC)=O (4,5-Bis[4-(N,N-diethylamino) anilino]phthalic acid dimethyl ester). Reaction SMILES: [CH3:1][O:2][C:3]([C:5]1[CH2:10][C:9](O[Si](C)(C)C)=[C:8](O[Si](C)(C)C)[CH2:7][C:6]=1[C:21]([O:23][CH3:24])=[O:22])=[O:4].[CH2:25]([N:27]([C:30]1[CH:36]=[CH:35][C:33]([NH2:34])=[CH:32][CH:31]=1)[CH2:28][CH3:29])[CH3:26]>C(O)(=O)C>[CH3:1][O:2][C:3](=[O:4])[C:5]1[C:6](=[CH:7][C:8]([NH:34][C:33]2[CH:32]=[CH:31][C:30]([N:27]([CH2:28][CH3:29])[CH2:25][CH3:26])=[CH:36][CH:35]=2)=[C:9]([NH:34][C:33]2[CH:32]=[CH:31][C:30]([N:27]([CH2:28][CH3:29])[CH2:25][CH3:26])=[CH:36][CH:35]=2)[CH:10]=1)[C:21]([O:23][CH3:24])=[O:22]. Procedure details: A solution of 2.4 g (6 mmol) of 4,5-bis(trimethylsilyloxy)cyclohexa-1,4-diene-1,2-dicarboxylic acid dimethyl ester (Example 1a) and 3.94 g (24 mmol) of 4-(N,N-diethylamino)-aniline in 24 ml of glacial acetic acid is boiled under reflux for 2 hours. The reaction mixture is cooled, the solvent is evaporated off and the dark-brown residue is dissolved in dichloromethane and the solution is washed in succession with 50 ml of saturated NaHCO3 and twice with 20 ml of water, dried with sodium sulfate a... Reactants: C1CCOC1, CO, O=S(=O)(Cl)c1ncn2ccsc12, N. Product: NS(=O)(=O)c1ncn2ccsc12. RXN SMILES: [CH2:16]1[O:17][CH2:18][CH2:19][CH2:20]1.[CH3:1][OH:2].[Cl:4][S:5](=[O:6])(=[O:7])[c:8]1[n:9][cH:10][n:11]2[c:12]1[s:13][cH:14][cH:15]2.[NH3:3]>>[NH2:3][S:5](=[O:6])(=[O:7])[c:8]1[n:9][cH:10][n:11]2[c:12]1[s:13][cH:14][cH:15]2. Starting materials: CC=1SC2=C(N1)C=CC=C2 (2-methylbenzothiazole), ClCC(=O)CCl (1,3-dichloroacetone). Reaction conditions: temperature 120 celsius, time 24 hour. Yields the product [Cl-].ClCC(C[N+]1=C(SC2=C1C=CC=C2)C)=O (3-(3-chloro-2-oxopropyl)-2-methylbenzothiazolium chloride). RXN SMILES: [CH3:1][C:2]1[S:3][C:4]2[CH:10]=[CH:9][CH:8]=[CH:7][C:5]=2[N:6]=1.[Cl:11][CH2:12][C:13]([CH2:15]Cl)=[O:14]>>[Cl-:11].[Cl:11][CH2:12][C:13](=[O:14])[CH2:15][N+:6]1[C:5]2[CH:7]=[CH:8][CH:9]=[CH:10][C:4]=2[S:3][C:2]=1[CH3:1] |f:2.3|. Reported procedure: A mixture of 2-methylbenzothiazole (10 g) and 40 mL 1,3-dichloroacetone is stirred at 120° C. for 24 hours. The resulting gummy solid is triturated with ethyl acetate several times. The resulting solid is collected by suction filtration and dried under vacuum. The product is used without further purification. Starting materials: C1CCSC(C2=C(C=CC(=C2)C(=O)OC)N)S1 (2-amino-5-(methoxycarbonyl)benzaldehyde trimethylene mercaptal), N1=CC=CC=C1 (pyridine), CCOC(=O)C.CCCCCC (EtOAc hexane), CS(=O)(=O)Cl (Methanesulfonyl chloride). Solvent: ClCCl (dichloromethane). Yields the product C1CCSC(C2=C(C=CC(=C2)C(=O)OC)NS(=O)(=O)C)S1 (2-(methanesulfonylamino)-5-(methoxycarbonyl)benzaldehyde trimethylene mercaptal). The yield is 75.7%. As a reaction SMILES: [CH2:1]1[S:17][CH:5]([C:6]2[CH:11]=[C:10]([C:12]([O:14][CH3:15])=[O:13])[CH:9]=[CH:8][C:7]=2[NH2:16])[S:4][CH2:3][CH2:2]1.N1C=CC=CC=1.[CH3:24][S:25](Cl)(=[O:27])=[O:26].CCOC(C)=O.CCCCCC>ClCCl>[CH2:3]1[S:4][CH:5]([C:6]2[CH:11]=[C:10]([C:12]([O:14][CH3:15])=[O:13])[CH:9]=[CH:8][C:7]=2[NH:16][S:25]([CH3:24])(=[O:27])=[O:26])[S:17][CH2:1][CH2:2]1 |f:3.4|. Procedure: To 2-amino-5-(methoxycarbonyl)benzaldehyde trimethylene mercaptal (Gassman, P. G.; Drews, H. R. J. Am. Chem. Soc. 1978, 100, 7600-7610) (5.0 g, 0.019 mol) in dichloromethane (90 mL) was added pyridine (4.51 mL, 0.055 mol). Methanesulfonyl chloride (4.31 mL, 0.055 mol) was then added over a five-minute period and the reaction mixture heated at reflux overnight. Thin-layer chromatography analysis (SiO2, EtOAc:hexane 1:1) showed the disappearance of the starting material along with the appearance o... Procedure: Replacing 4-cyanobenzylamine hydrochloride in Example 4, Step (1), with 4-carboxy-benzylamine hydrochloride, and replacing the 1-propyn-3-yl-1H-[1,2,3]triazole in Example 4, Step (2), with 3-phenyl-propyne yielded 4-[[3-3-phenethylethynyl-benzoylamino]-methyl}-benzoic acid; 1H-NMR (DMSO-d6) δ 9.2 (m, 1H), 8.0 (s, 1H), 7.8 (m, 4H), 7.6 (d, 1H) 7.2-7.4 (m, 7H), 4.5 (d, 2H), 3.9 (s, 2H) ppm. Mp 209° C.-211° C. Reaction SMILES: Cl.C([C:4]1[CH:11]=[CH:10][C:7]([CH2:8]N)=[CH:6][CH:5]=1)#N.Cl.[C:13]([C:16]1C=CC(CN)=CC=1)(O)=O.C#CCN1C=CN=N1>>[C:7]1([CH2:8][C:13]#[CH:16])[CH:6]=[CH:5][CH:4]=[CH:11][CH:10]=1 |f:0.1,2.3|. Product: C1(=CC=CC=C1)CC#C (3-phenyl-propyne), 4-[[3-3-phenethylethynyl-benzoylamino]-methyl}-benzoic acid. The reactants are C#CCN1N=NC=C1 (1-propyn-3-yl-1H-[1,2,3]triazole), Cl.C(#N)C1=CC=C(CN)C=C1 (4-cyanobenzylamine hydrochloride), Cl.C(=O)(O)C1=CC=C(CN)C=C1 (4-carboxy-benzylamine hydrochloride).